This data is from the Open Reaction Database (ORD), a public repository of structured organic reaction records. The task is: describe an organic reaction: reactants, conditions, products, and yield Yields the product O=C(CCc1cnoc1-c1ccccc1)N1CCN(C(c2ccccc2)c2ccccc2)CC1. Starting materials: CCN=C=NCCCN(C)C, CN(C)C=O, Cl, O, O, On1nnc2ccccc21, c1ccc(C(c2ccccc2)N2CCNCC2)cc1, O=C(O)CCc1cnoc1-c1ccccc1. As a reaction SMILES: [CH2:48]([N:49]=[C:50]=[N:51][CH2:52][CH2:53][CH2:54][N:55]([CH3:56])[CH3:57])[CH3:58].[CH3:60][N:61]([CH3:62])[CH:63]=[O:64].[ClH:47].[OH2:36].[OH2:59].[OH:37][n:38]1[c:39]2[cH:40][cH:41][cH:42][cH:43][c:44]2[n:45][n:46]1.[c:1]1([CH:7]([N:8]2[CH2:9][CH2:10][NH:11][CH2:12][CH2:13]2)[c:14]2[cH:15][cH:16][cH:17][cH:18][cH:19]2)[cH:2][cH:3][cH:4][cH:5][cH:6]1.[c:20]1(-[c:26]2[c:27]([CH2:31][CH2:32][C:33](=[O:34])[OH:35])[cH:28][n:29][o:30]2)[cH:21][cH:22][cH:23][cH:24][cH:25]1>>[c:1]1([CH:7]([N:8]2[CH2:9][CH2:10][N:11]([C:33]([CH2:32][CH2:31][c:27]3[c:26](-[c:20]4[cH:21][cH:22][cH:23][cH:24][cH:25]4)[o:30][n:29][cH:28]3)=[O:34])[CH2:12][CH2:13]2)[c:14]2[cH:15][cH:16][cH:17][cH:18][cH:19]2)[cH:2][cH:3][cH:4][cH:5][cH:6]1. The reactants are NC1CC1, NS(=O)(=O)c1cc(Cl)c(Cl)cc1F, C1COCCO1. Yields the product NS(=O)(=O)c1cc(Cl)c(Cl)cc1NC1CC1. RXN SMILES: [CH:14]1([NH2:17])[CH2:15][CH2:16]1.[Cl:1][c:2]1[cH:3][c:4]([F:13])[c:5]([S:9](=[O:10])(=[O:11])[NH2:12])[cH:6][c:7]1[Cl:8].[O:18]1[CH2:19][CH2:20][O:21][CH2:22][CH2:23]1>>[Cl:1][c:2]1[cH:3][c:4]([NH:17][CH:14]2[CH2:15][CH2:16]2)[c:5]([S:9](=[O:10])(=[O:11])[NH2:12])[cH:6][c:7]1[Cl:8].